From a dataset of the Open Reaction Database (ORD), a public repository of structured organic reaction records. describe an organic reaction: reactants, conditions, products, and yield Starting materials: ClCC=1N=C2N(C(C1)=O)C(=CS2)C2=CC=CC=C2 (7-chloromethyl-3-phenyl-5H-thiazolo[3,2-a]pyrimidine-5-one), C1(=CC=CC=C1)P(C1=CC=CC=C1)C1=CC=CC=C1 (triphenylphosphine), C(C)#N (acetonitrile). Reaction conditions: time 24 hour. Yields the product [Cl-].C1(=CC=CC=C1)C1=CSC=2N1C(C=C(N2)C2=C(C=CC=C2)[P+](C2=CC=CC=C2)(C2=CC=CC=C2)C)=O ([3-phenyl-5H-thiazolo[3,2-a]pyrimidine-5-one-7-yl]-methyl-triphenylphosphonium chloride). As a reaction SMILES: [Cl:1][CH2:2][C:3]1[N:4]=[C:5]2[S:12][CH:11]=[C:10]([C:13]3[CH:18]=[CH:17][CH:16]=[CH:15][CH:14]=3)[N:6]2[C:7](=[O:9])[CH:8]=1.[C:19]1([P:25]([C:32]2C=[CH:36][CH:35]=[CH:34][CH:33]=2)[C:26]2[CH:31]=[CH:30][CH:29]=[CH:28][CH:27]=2)[CH:24]=[CH:23][CH:22]=[CH:21][CH:20]=1.[C:38](#N)C>>[Cl-:1].[C:13]1([C:10]2[N:6]3[C:7](=[O:9])[CH:8]=[C:3]([C:2]4[CH:36]=[CH:35][CH:34]=[CH:33][C:32]=4[P+:25]([CH3:38])([C:19]4[CH:24]=[CH:23][CH:22]=[CH:21][CH:20]=4)[C:26]4[CH:31]=[CH:30][CH:29]=[CH:28][CH:27]=4)[N:4]=[C:5]3[S:12][CH:11]=2)[CH:18]=[CH:17][CH:16]=[CH:15][CH:14]=1 |f:3.4|. Reported procedure: 7-chloromethyl-3-phenyl-5H-thiazolo[3,2-a]pyrimidine-5-one, m.p. 194°-195° C. (7.8 g), prepared according to Example 5, was reacted with triphenylphosphine (8 g) in acetonitrile (250 ml) under stirring at the reflux temperature for 24 hours. After cooling the solution was concentrated in vacuo to a small volume, diluted with isopropyl ether and the precipitate was filtered to give 11 g of [3-phenyl-5H-thiazolo[3,2-a]pyrimidine-5-one-7-yl]-methyl-triphenylphosphonium chloride, which was suspended... The reactants are CCOC(=O)C(C)(C)Oc1n[nH]c(C)c1-c1cccc2ccccc12, CO, [Na+], [OH-]. Product: Cc1[nH]nc(OC(C)(C)C(=O)O)c1-c1cccc2ccccc12. RXN SMILES: [CH3:1][C:2]([C:3](=[O:4])[O:5][CH2:6][CH3:7])([CH3:8])[O:9][c:10]1[n:11][nH:12][c:13]([CH3:25])[c:14]1-[c:15]1[cH:16][cH:17][cH:18][c:19]2[cH:20][cH:21][cH:22][cH:23][c:24]12.[CH3:28][OH:29].[Na+:27].[OH-:26]>>[CH3:1][C:2]([C:3](=[O:4])[OH:5])([CH3:8])[O:9][c:10]1[n:11][nH:12][c:13]([CH3:25])[c:14]1-[c:15]1[cH:16][cH:17][cH:18][c:19]2[cH:20][cH:21][cH:22][cH:23][c:24]12. Starting materials: CCOCC (ether), Rf(BzBr), S(C)(=O)(=O)OC[C@@H](NC(=O)OCC1=CC=CC=C1)CC1=CC=CC=C1 (Cbz-phenylalaninol mesylate), [Li+].CC(C)[N-]C(C)C (LDA), C(C1=CC=CC=C1)Br (benzyl bromide). The solvent is C(Cl)Cl (CH2Cl2), C1CCOC1 (THF). Conditions: temperature -78 celsius. Product: C(C1=CC=CC=C1)NC(=O)N (benzyl urea). Isolated yield 48.0%. RXN SMILES: S(OC[C@H](CC1C=CC=CC=1)[NH:8][C:9]([O:11]CC1C=CC=CC=1)=O)(=O)(=O)C.[Li+].CC([N-:30]C(C)C)C.[CH2:34](Br)[C:35]1[CH:40]=[CH:39][CH:38]=[CH:37][CH:36]=1.CCOCC>C1COCC1.C(Cl)Cl>[CH2:34]([NH:30][C:9]([NH2:8])=[O:11])[C:35]1[CH:40]=[CH:39][CH:38]=[CH:37][CH:36]=1 |f:1.2|. Procedure: Silyl lactam 1 was dissolved in dry THF (6 mL) and cooled to -78° C. To this solution was then added LDA and the reaction was stirred for 30 minutes at -78° C. after which time benzyl bromide was added via syringe. The reaction was stirred at -78° C. until reaction was complete (1.5 hours, TLC (1:9, ether:CH2Cl2) Rf (st mat.)=0.29. Rf(silyl-prod)=0.62. Rf(BzBr)=0.79). The reaction was then quenched at -78° C. with 6 uL water and then TBAF (1M in THF was added and the reaction was warmed to room ...